This data is from the Open Reaction Database (ORD), a public repository of structured organic reaction records. The task is: describe an organic reaction: reactants, conditions, products, and yield The reactants are COC(C1=CC=C(C=C1)COC1=C(C(=C(C=C1)C(C)=O)O)CCC)=O (4-[(4-acetyl-3-hydroxy-2-propylphenoxy)methyl]benzoic acid methyl ester), [OH-].[Na+] (sodium hydroxide). Run in CO (methanol). Product: C(C)(=O)C1=C(C(=C(OCC2=CC=C(C(=O)O)C=C2)C=C1)CCC)O (4-[(4-acetyl-3-hydroxy-2-propylphenoxy)methyl]benzoic acid). Yield: 83.0%. Reaction SMILES: C[O:2][C:3](=[O:25])[C:4]1[CH:9]=[CH:8][C:7]([CH2:10][O:11][C:12]2[CH:17]=[CH:16][C:15]([C:18](=[O:20])[CH3:19])=[C:14]([OH:21])[C:13]=2[CH2:22][CH2:23][CH3:24])=[CH:6][CH:5]=1.[OH-].[Na+]>CO>[C:18]([C:15]1[CH:16]=[CH:17][C:12]([O:11][CH2:10][C:7]2[CH:8]=[CH:9][C:4]([C:3]([OH:25])=[O:2])=[CH:5][CH:6]=2)=[C:13]([CH2:22][CH2:23][CH3:24])[C:14]=1[OH:21])(=[O:20])[CH3:19] |f:1.2|. Procedure details: A solution of 3.30 g 4-[(4-acetyl-3-hydroxy-2-propylphenoxy)methyl]benzoic acid methyl ester and 48 mL of 1.0 N sodium hydroxide dissolved in 100 mL of methanol was stirred at reflux for 1.25 hour. The solvent was removed in vacuo and the reaction mixture was acidified with 6 N hydrochloric acid. The product was extracted with ethyl acetate and the dried (over magnesium sulfate) extract was concentrated in vacuo to give a solid. Recrystallization from acetonehexane gave 2.613 g, mg 187°-189°, (8... Starting materials: CN(C/C=C/C1=CNC2=CC=CC(=C12)OC=1C=C(C=CC1C(=O)OC)N1CCN(CC1)C(=O)OC(C)(C)C)C ((E)-tert-butyl 4-(3-(3-(3-(dimethylamino)prop-1-enyl)-1H-indol-4-yloxy)-4-(methoxycarbonyl)phenyl)piperizine-1-carboxylate). The reagents and catalysts are [Pd] (palladium on carbon). Solvent: CO (methanol). Yields the product CN(CCCC1=CNC2=CC=CC(=C12)OC=1C=C(C=CC1C(=O)OC)N1CCN(CC1)C(=O)OC(C)(C)C)C (tert-butyl 4-(3-(3-(3-(dimethylamino)propyl)-1H-indol-4-yloxy)-4-(methoxycarbonyl)phenyl)piperizine-1-carboxylate). RXN SMILES: [CH3:1][N:2]([CH3:39])[CH2:3]/[CH:4]=[CH:5]/[C:6]1[C:14]2[C:9](=[CH:10][CH:11]=[CH:12][C:13]=2[O:15][C:16]2[CH:17]=[C:18]([N:26]3[CH2:31][CH2:30][N:29]([C:32]([O:34][C:35]([CH3:38])([CH3:37])[CH3:36])=[O:33])[CH2:28][CH2:27]3)[CH:19]=[CH:20][C:21]=2[C:22]([O:24][CH3:25])=[O:23])[NH:8][CH:7]=1>[Pd].CO>[CH3:39][N:2]([CH3:1])[CH2:3][CH2:4][CH2:5][C:6]1[C:14]2[C:9](=[CH:10][CH:11]=[CH:12][C:13]=2[O:15][C:16]2[CH:17]=[C:18]([N:26]3[CH2:27][CH2:28][N:29]([C:32]([O:34][C:35]([CH3:37])([CH3:36])[CH3:38])=[O:33])[CH2:30][CH2:31]3)[CH:19]=[CH:20][C:21]=2[C:22]([O:24][CH3:25])=[O:23])[NH:8][CH:7]=1. Procedure: A mixture of EXAMPLE 339E (715 mg) and 5% palladium on carbon (143 mg) in methanol (20 mL) was hydrogenated at 30 psi for 16 hours at ambient temperature. The reaction mixture was filtered, concentrated and the crude product was chromatographed on silica gel with 7N-methanolic ammonia in methylene chloride. Starting materials: BrC(C)S(=O)(=O)[O-].[Na+] (sodium bromoethanesulphonate), C(O)CN (ethanolamine). Run in O (water), O (water), C(C)O (ethanol). Conditions: time 17.5 hour. Yields the product OCCNCCS(=O)(=O)O (N-(2-hydroxy)ethyltaurine). As a reaction SMILES: Br[CH:2]([S:4]([O-:7])(=[O:6])=[O:5])[CH3:3].[Na+].[CH2:9]([CH2:11][NH2:12])[OH:10]>O.C(O)C>[OH:10][CH2:9][CH2:11][NH:12][CH2:3][CH2:2][S:4]([OH:7])(=[O:6])=[O:5] |f:0.1|. Procedure: A solution in 2 liters of water of 315 g of sodium bromoethanesulphonate (Organic Synthesis, Coll. Vol. II, p. 558) and 450 g of ethanolamine was heated to 60°-70° C. for 30 minutes. Excess ethanolamine and water were then distilled off under vacuum, and the residue dissolved in 250-270 ml of water. 2.2 Liters of concentrated hydrochloric acid was added and the solution kept in a refrigerator for 15-20 hours. The precipitated sodium chloride was filtered off using a filter pump, and the solution... Starting materials: O (water), C[O-].[Na+] (sodium methoxide), C(C)(=O)O (acetic acid), CC1=NC(=CC(=C1N1C=C(CC=C1)C(=O)[O-])C1=CC(=CC=C1)[N+](=O)[O-])C (1,4-dihydro-2,6-dimethyl-4-(3-nitrophenyl)-3-pyridylpyridine-3-carboxylate). The solvent is CO (methanol). Run at time 5 hour. Yields the product CC=1NC(=C(C(C1C(=O)O)C1=CC(=CC=C1)[N+](=O)[O-])C1=NC=CC=C1)C (1,4-dihydro-2,6-dimethyl-4-(3-nitrophenyl)-5-pyridylpyridine-3-carboxylic acid). RXN SMILES: [CH3:1][O-:2].[Na+].[CH3:4][C:5]1[C:10](N2C=CCC(C([O-])=O)=C2)=[C:9]([C:20]2[CH:25]=[CH:24][CH:23]=[C:22]([N+:26]([O-:28])=[O:27])[CH:21]=2)[CH:8]=[C:7]([CH3:29])[N:6]=1.[C:30](O)(=O)[CH3:31].[OH2:34]>CO>[CH3:29][C:7]1[NH:6][C:5]([CH3:4])=[C:10]([C:31]2[CH:30]=[CH:9][CH:10]=[CH:5][N:6]=2)[CH:9]([C:20]2[CH:25]=[CH:24][CH:23]=[C:22]([N+:26]([O-:28])=[O:27])[CH:21]=2)[C:8]=1[C:1]([OH:34])=[O:2] |f:0.1|. Procedure: 5.40 g (100 mmol) of sodium methoxide was dissolved in 40 ml of anhydrous methanol. To this solution was added, with ice-cooled, 4.04 g (10 mmol) of 1,4-dihydro-2,6-dimethyl-4-(3-nitrophenyl)-3-pyridylpyridine-3-carboxylate. The reaction mixture was stirred for 5 hours and neutralized with acetic acid. To this reaction mixture was added 400 ml of water. Crystals separated were collected, washed with water and dried under reduced pressure, whereby the captioned compound was obtained. The yield wa... Starting materials: FC=1C(=CC2=C(NC(O2)=O)C1)NCC=1COC2=CC=CC=C2C1Cl (5-fluoro-6-[(4-chloro-2H-chromene-3-yl)methylamino]benzoxazolin-2-one). The solvent is C(C)N(CC)CC (triethylamine). The product is FC=1C(=CC2=C(NC(O2)=O)C1)NCC1COC2=CC=CC=C2C1 (5-Fluoro-6-[(chroman-3-yl)methylamino]benzoxazolin-2-one). As a reaction SMILES: [F:1][C:2]1[C:3]([NH:12][CH2:13][C:14]2[CH2:15][O:16][C:17]3[C:22]([C:23]=2Cl)=[CH:21][CH:20]=[CH:19][CH:18]=3)=[CH:4][C:5]2[O:9][C:8](=[O:10])[NH:7][C:6]=2[CH:11]=1>C(N(CC)CC)C>[F:1][C:2]1[C:3]([NH:12][CH2:13][CH:14]2[CH2:23][C:22]3[C:17](=[CH:18][CH:19]=[CH:20][CH:21]=3)[O:16][CH2:15]2)=[CH:4][C:5]2[O:9][C:8](=[O:10])[NH:7][C:6]=2[CH:11]=1. Reported procedure: In a manner similar to Example 34, starting with 5-fluoro-6-[(4-chloro-2H-chromene-3-yl)methylamino]benzoxazolin-2-one and hydrogenating it in the presence of triethylamine, the title compound was prepared: m.p. 223°-224° C.